This data is from the Open Reaction Database (ORD), a public repository of structured organic reaction records. The task is: describe an organic reaction: reactants, conditions, products, and yield Reactants: CC(=O)O[BH-](OC(C)=O)OC(C)=O, CC(C)(C)OC(=O)N1CCC(=O)CC1, CC(=O)O, [Cl-], CC(Cl)Cl, Nc1cccnc1, [Na+], [Na+]. The product is CC(C)(C)OC(=O)N1CCC(Nc2cccnc2)CC1. Reaction SMILES: [C:30]([O:31][BH-:32]([O:33][C:34](=[O:35])[CH3:36])[O:37][C:38](=[O:39])[CH3:40])(=[O:41])[CH3:42].[C:8]([CH3:9])([CH3:10])([CH3:11])[O:12][C:13](=[O:14])[N:15]1[CH2:16][CH2:17][C:18](=[O:21])[CH2:19][CH2:20]1.[CH3:22][C:23](=[O:24])[OH:25].[Cl-:44].[Cl:26][CH:27]([Cl:28])[CH3:29].[NH2:1][c:2]1[cH:3][n:4][cH:5][cH:6][cH:7]1.[Na+:43].[Na+:45]>>[NH:1]([c:2]1[cH:3][n:4][cH:5][cH:6][cH:7]1)[CH:18]1[CH2:17][CH2:16][N:15]([C:13]([O:12][C:8]([CH3:9])([CH3:10])[CH3:11])=[O:14])[CH2:20][CH2:19]1. Yields the product Cc1cc(-c2ccccc2)c2nccnc2c1. Starting materials: Cc1cc(Br)c2nccnc2c1, CO, [Na+], [Na+], O=C([O-])[O-], C1COCCO1, OB(O)Oc1ccccc1, c1ccc(P(c2ccccc2)(c2ccccc2)[Pd](P(c2ccccc2)(c2ccccc2)c2ccccc2)(P(c2ccccc2)(c2ccccc2)c2ccccc2)P(c2ccccc2)(c2ccccc2)c2ccccc2)cc1. As a reaction SMILES: [Br:1][c:2]1[c:3]2[n:4][cH:5][cH:6][n:7][c:8]2[cH:9][c:10]([CH3:12])[cH:11]1.[CH3:29][OH:30].[Na+:31].[Na+:32].[O-:33][C:34](=[O:35])[O-:36].[O:23]1[CH2:24][CH2:25][O:26][CH2:27][CH2:28]1.[c:13]1([O:19][B:20]([OH:21])[OH:22])[cH:14][cH:15][cH:16][cH:17][cH:18]1.[cH:37]1[cH:38][cH:39][c:40]([P:41]([Pd:42]([P:43]([c:44]2[cH:45][cH:46][cH:47][cH:48][cH:49]2)([c:50]2[cH:51][cH:52][cH:53][cH:54][cH:55]2)[c:56]2[cH:57][cH:58][cH:59][cH:60][cH:61]2)([P:62]([c:63]2[cH:64][cH:65][cH:66][cH:67][cH:68]2)([c:69]2[cH:70][cH:71][cH:72][cH:73][cH:74]2)[c:75]2[cH:76][cH:77][cH:78][cH:79][cH:80]2)[P:81]([c:82]2[cH:83][cH:84][cH:85][cH:86][cH:87]2)([c:88]2[cH:89][cH:90][cH:91][cH:92][cH:93]2)[c:94]2[cH:95][cH:96][cH:97][cH:98][cH:99]2)([c:100]2[cH:101][cH:102][cH:103][cH:104][cH:105]2)[c:106]2[cH:107][cH:108][cH:109][cH:110][cH:111]2)[cH:112][cH:113]1>>[c:2]1(-[c:13]2[cH:14][cH:15][cH:16][cH:17][cH:18]2)[c:3]2[n:4][cH:5][cH:6][n:7][c:8]2[cH:9][c:10]([CH3:12])[cH:11]1. The reactants are BrB(Br)Br, ClCCl, Cl, COc1cc2c(ccn2S(C)(=O)=O)cc1F. Product: CS(=O)(=O)n1ccc2cc(F)c(O)cc21. As a reaction SMILES: [B:17]([Br:18])([Br:19])[Br:20].[Cl:22][CH2:23][Cl:24].[ClH:21].[F:1][c:2]1[cH:3][c:4]2[cH:5][cH:6][n:7]([S:13](=[O:14])(=[O:15])[CH3:16])[c:8]2[cH:9][c:10]1[O:11][CH3:12]>>[F:1][c:2]1[cH:3][c:4]2[cH:5][cH:6][n:7]([S:13](=[O:14])(=[O:15])[CH3:16])[c:8]2[cH:9][c:10]1[OH:11]. The reactants are BrC=1C=CC=2N(C3=CC=C(C=C3C2C1)C=1C=CC=2N(C3=CC=CC=C3C2C1)CC(C)C)CC(C)C (3-bromo-6-(9-(2-methylpropyl)carbazol-3-yl)-9-(2-methylpropyl) carbazole), C(C=C)[Sn](CCCC)(CCCC)CCCC (allyltributyltin), [Li+].[Cl-] (LiCl). The reagents and catalysts are C=1C=CC(=CC1)[P](C=2C=CC=CC2)(C=3C=CC=CC3)[Pd]([P](C=4C=CC=CC4)(C=5C=CC=CC5)C=6C=CC=CC6)([P](C=7C=CC=CC7)(C=8C=CC=CC8)C=9C=CC=CC9)[P](C=1C=CC=CC1)(C=1C=CC=CC1)C=1C=CC=CC1 (Pd(PPh3)4). Solvent: C1CCOC1 (THF). Run at temperature 90 celsius, time 24 hour. Product: C(C=C)C=1C=CC=2N(C3=CC=C(C=C3C2C1)C=1C=CC=2N(C3=CC=CC=C3C2C1)CC(C)C)CC(C)C (3-allyl-6-(9-(2-methylpropyl)carbazol-3-yl)-9-(2-methylpropyl)carbazole). Isolated yield 61.2%. As a reaction SMILES: Br[C:2]1[CH:3]=[CH:4][C:5]2[N:6]([CH2:32][CH:33]([CH3:35])[CH3:34])[C:7]3[C:12]([C:13]=2[CH:14]=1)=[CH:11][C:10]([C:15]1[CH:16]=[CH:17][C:18]2[N:19]([CH2:28][CH:29]([CH3:31])[CH3:30])[C:20]4[C:25]([C:26]=2[CH:27]=1)=[CH:24][CH:23]=[CH:22][CH:21]=4)=[CH:9][CH:8]=3.[CH2:36]([Sn](CCCC)(CCCC)CCCC)[CH:37]=[CH2:38].[Li+].[Cl-]>C1C=CC([P]([Pd]([P](C2C=CC=CC=2)(C2C=CC=CC=2)C2C=CC=CC=2)([P](C2C=CC=CC=2)(C2C=CC=CC=2)C2C=CC=CC=2)[P](C2C=CC=CC=2)(C2C=CC=CC=2)C2C=CC=CC=2)(C2C=CC=CC=2)C2C=CC=CC=2)=CC=1.C1COCC1>[CH2:38]([C:2]1[CH:3]=[CH:4][C:5]2[N:6]([CH2:32][CH:33]([CH3:35])[CH3:34])[C:7]3[C:12]([C:13]=2[CH:14]=1)=[CH:11][C:10]([C:15]1[CH:16]=[CH:17][C:18]2[N:19]([CH2:28][CH:29]([CH3:31])[CH3:30])[C:20]4[C:25]([C:26]=2[CH:27]=1)=[CH:24][CH:23]=[CH:22][CH:21]=4)=[CH:9][CH:8]=3)[CH:37]=[CH2:36] |f:2.3,^1:57,59,78,97|. Procedure details: THF (20 ml) was added into a mixture of 5 (0.62 g, 1.18 mmol), allyltributyltin (0.78 g, 2.36 mmol), Pd(PPh3)4 (0.068 g, 0.06 mmol) and LiCl (0.092 g, 3.54 mmol). The reaction mixture was stirred at 90° C. for 24 hours. After evaporating off the solvent, the crude product was purified by gradient column chromatography on silica gel with hexane/methylene chloride 9:1 to 4:1 (v/v) as the eluent to yield 6 (0.35 g, 61%) as a white powder. 1H NMR (400 MHz, CDCl3, 298 K): δ(ppm) 8.40-8.38 (dd, 2H), 8... RXN SMILES: [NH2:1][C:2]1[N:6]([C:7]2[C:12]([F:13])=[CH:11][C:10]([F:14])=[C:9]([F:15])[C:8]=2[F:16])[N:5]=[CH:4][C:3]=1[C:17]#[N:18].[H-].[Na+].[H][H].[C:23](Cl)(=[O:25])[CH3:24].[O:27]1CC[CH2:29][CH2:28]1>>[C:17]([C:3]1[CH:4]=[N:5][N:6]([C:7]2[C:12]([F:13])=[CH:11][C:10]([F:14])=[C:9]([F:15])[C:8]=2[F:16])[C:2]=1[N:1]([C:28](=[O:27])[CH3:29])[C:23](=[O:25])[CH3:24])#[N:18] |f:1.2|. Starting materials: NC1=C(C=NN1C1=C(C(=C(C=C1F)F)F)F)C#N (5-amino-4-cyano-1-(2,3,4,6-tetrafluorophenyl)pyrazole), C(C)(=O)Cl (acetyl chloride), O1CCCC1 (tetrahydrofuran), [H-].[Na+] (sodium hydride), O1CCCC1 (tetrahydrofuran), O1CCCC1 (tetrahydrofuran), [H][H] (hydrogen). Reaction conditions: time 48 hour. Reported procedure: A solution of 5-amino-4-cyano-1-(2,3,4,6-tetrafluorophenyl)pyrazole (2.6 g; described in British Published Patent Specification No. 2,070,604A.) in dry tetrahydrofuran (10 ml) was added dropwise to a stirred suspension of powdered sodium hydride (0.53 g) in dry tetrahydrofuran, under nitrogen, at a temperature not exceeding 30° C. maintained by external cooling (ice). When the evolution of hydrogen had ceased a solution of acetyl chloride (1.5 ml) in tetrahydrofuran (15 ml) was added at a temper... Product: C(#N)C=1C=NN(C1N(C(C)=O)C(C)=O)C1=C(C(=C(C=C1F)F)F)F (4-cyano-5-diacetylamino-1-(2,3,4,6-tetrafluorophenyl)-pyrazole). Reactants: NCCCO (3-aminopropanol), ClC(C(=O)N=C=O)(Cl)Cl (trichloroacetyl isocyanate). The solvent is O (water), CC(=O)C (acetone). Run at time 1 hour. Yields the product ClC(C(=O)NC(=O)NCCCO)(Cl)Cl (N-trichloroacetyl-N'-3-hydroxypropylurea). Yield: 58.6%. Reaction SMILES: [NH2:1][CH2:2][CH2:3][CH2:4][OH:5].[Cl:6][C:7]([Cl:14])([Cl:13])[C:8]([N:10]=[C:11]=[O:12])=[O:9]>O.CC(C)=O>[Cl:6][C:7]([Cl:14])([Cl:13])[C:8]([NH:10][C:11]([NH:1][CH2:2][CH2:3][CH2:4][OH:5])=[O:12])=[O:9]. Procedure: 3.75 g of 3-aminopropanol are dissolved in a mixture of 10 g of water and 10 g of acetone. 9.4 g of trichloroacetyl isocyanate are subsequently added dropwise. After a slightly exothermic reaction, the mixture is stirred for 1 hour at room temperature, then refluxed for 2.5 hours. Concentration in a rotary evaporator gives 7.7 g of an oily phase, which is taken up in acetone and subjected to column chromatography on silica gel using cyclohexane/ethyl acetate (1:1) as eluent. Run in C(C)N(CC)CC (triethylamine). Yield: 49.6%. Reaction conditions: time 8 hour. The reagents and catalysts are [Cu]I (copper(I)iodide), Cl[Pd]([P](C1=CC=CC=C1)(C2=CC=CC=C2)C3=CC=CC=C3)([P](C4=CC=CC=C4)(C5=CC=CC=C5)C6=CC=CC=C6)Cl (Dichlorobis(triphenylphosphine)-palladium(II)). RXN SMILES: [C:1]([C:3]1[CH:8]=[CH:7][C:6]([C:9]2([O:12][CH2:13][C:14]([CH3:17])([CH3:16])[CH3:15])[CH2:11][CH2:10]2)=[CH:5][C:4]=1C)#[CH:2].[C:19](O)(=O)C1C=CC=CC=1.[CH2:28]([O:30][C:31](=[O:39])[C:32]1[CH:37]=[CH:36][C:35](I)=[CH:34][CH:33]=1)[CH3:29]>C(N(CC)CC)C.[Cu]I.Cl[Pd](Cl)([P](C1C=CC=CC=1)(C1C=CC=CC=1)C1C=CC=CC=1)[P](C1C=CC=CC=1)(C1C=CC=CC=1)C1C=CC=CC=1>[CH3:15][C:14]([CH3:17])([CH3:16])[CH2:13][O:12][C:9]1([C:6]2[CH:7]=[CH:8][C:3]([C:1]#[C:2][C:35]3[CH:36]=[CH:37][C:32]([C:31]([O:30][CH2:28][CH3:29])=[O:39])=[CH:33][CH:34]=3)=[CH:4][C:5]=2[CH3:19])[CH2:11][CH2:10]1 |f:1.2,^1:51,70|. Product: EtOAc-hexanes, CC(COC1(CC1)C1=C(C=C(C=C1)C#CC1=CC=C(C(=O)OCC)C=C1)C)(C)C (Ethyl 4-[4-[1-(2,2-dimethylpropyloxy)-cyclopropy]-3-methyl-phenylethynyl]-benzoate). The reactants are C(#C)C1=C(C=C(C=C1)C1(CC1)OCC(C)(C)C)C (4-ethynyl-1-[1-(2,2-dimethylpropyloxy)-cyclopropyl]-3-methyl-benzene), C(#C)C1=C(C=C(C=C1)C1(CC1)OCC(C)(C)C)C (4-ethynyl-1-[1-(2,2-dimethylpropyloxy)-cyclopropyl]-3-methyl-benzene), C(C1=CC=CC=C1)(=O)O.C(C)OC(C1=CC=C(C=C1)I)=O (ethyl-4-iodo-benzoate benzoate), C(C1=CC=CC=C1)(=O)O.C(C)OC(C1=CC=C(C=C1)I)=O (ethyl-4-iodo-benzoate benzoate). Reported procedure: Using General Procedure F; 4-ethynyl-1-[1-(2,2-dimethylpropyloxy)-cyclopropyl]-3-methyl-benzene (Intermediate 85, 75.0 mg, 0.31 mmol) and ethyl-4-iodo benzoate (Reagent A, 86.0 mg, 0.31 mmol) in triethylamine (5 mL) was treated with copper(I)iodide (21.0 mg, 0.11 mmol) and sparged with argon for 5 minutes. Dichlorobis(triphenylphosphine)-palladium(II) (78 mg, 0.11 mmol) was added and the reaction mixture was stirred overnight at room temperature. Column chromatography (2-4% EtOAc-hexanes) afford... Reactants: O=C([O-])[O-], ClCCl, CN(C)C=O, O=C(Cl)C(=O)Cl, N#Cc1cnc2cnc(F)cc2c1O, [K+], [K+]. Yields the product N#Cc1cnc2cnc(F)cc2c1Cl. As a reaction SMILES: [C:26](=[O:27])([O-:28])[O-:29].[CH2:32]([Cl:33])[Cl:34].[CH:21]([N:22]([CH3:23])[CH3:24])=[O:25].[Cl:15][C:16]([C:17]([Cl:18])=[O:19])=[O:20].[F:1][c:2]1[cH:3][c:4]2[c:5]([OH:14])[c:6]([C:12]#[N:13])[cH:7][n:8][c:9]2[cH:10][n:11]1.[K+:30].[K+:31]>>[F:1][c:2]1[cH:3][c:4]2[c:5]([Cl:15])[c:6]([C:12]#[N:13])[cH:7][n:8][c:9]2[cH:10][n:11]1. Reactants: C(=O)C1=C(NC2=CC(=CC(=C12)Cl)Cl)C(=O)OCC (ethyl 3-formyl-4,6-dichloroindole-2-carboxylate), [H-].[Na+] (sodium hydride), O (water), C1(=CC=CC=C1)S(=O)(=O)Cl (phenylsulfonyl chloride). The solvent is CN(C)C=O (DMF), CN(C)C=O (DMF). Reaction conditions: time 45 minute. The product is C1(=CC=CC=C1)S(=O)(=O)N1C(=C(C2=C(C=C(C=C12)Cl)Cl)C=O)C(=O)OCC (Ethyl 1-Phenylsulfonyl-4,6-dichloro-3-formyl-indole-2-carboxylate). Reaction SMILES: [CH:1]([C:3]1[C:11]2[C:6](=[CH:7][C:8]([Cl:13])=[CH:9][C:10]=2[Cl:12])[NH:5][C:4]=1[C:14]([O:16][CH2:17][CH3:18])=[O:15])=[O:2].[H-].[Na+].[C:21]1([S:27](Cl)(=[O:29])=[O:28])[CH:26]=[CH:25][CH:24]=[CH:23][CH:22]=1.O>CN(C=O)C>[C:21]1([S:27]([N:5]2[C:6]3[C:11](=[C:10]([Cl:12])[CH:9]=[C:8]([Cl:13])[CH:7]=3)[C:3]([CH:1]=[O:2])=[C:4]2[C:14]([O:16][CH2:17][CH3:18])=[O:15])(=[O:29])=[O:28])[CH:26]=[CH:25][CH:24]=[CH:23][CH:22]=1 |f:1.2|. Procedure: A solution of ethyl 3-formyl-4,6-dichloroindole-2-carboxylate (5.0 g) in dry DMF (30 ml) was added to a suspension of sodium hydride (0.629 g; 80% suspension in mineral oil) in dry DMF (10 ml) under nitrogen at 0°. The reaction was stirred at this temperature for 45 min then phenylsulfonyl chloride (2.5 ml) was added giving a yellow precipitate. The reaction was allowed to warm slowly to room temperature, stirred for a further 14 h then poured into water (250 ml). The solid was filtered, washed ... Starting materials: BrC=1C=C(C#N)C=C(C1)Br (3,5-dibromobenzonitrile), C1(=CC=CC=C1)B(O)O (phenylboronic acid), C(=O)([O-])[O-].[K+].[K+] (K2CO3). Reagents/catalysts: C=1C=CC(=CC1)[P](C=2C=CC=CC2)(C=3C=CC=CC3)[Pd]([P](C=4C=CC=CC4)(C=5C=CC=CC5)C=6C=CC=CC6)([P](C=7C=CC=CC7)(C=8C=CC=CC8)C=9C=CC=CC9)[P](C=1C=CC=CC1)(C=1C=CC=CC1)C=1C=CC=CC1 (Pd(PPh3)4). Solvent: COCCOC (DME). Run at temperature 95 celsius. The product is BrC=1C=C(C=C(C1)C1=CC=CC=C1)C#N (5-bromobiphenyl-3-carbonitrile). As a reaction SMILES: Br[C:2]1[CH:3]=[C:4]([CH:7]=[C:8]([Br:10])[CH:9]=1)[C:5]#[N:6].[C:11]1(B(O)O)[CH:16]=[CH:15][CH:14]=[CH:13][CH:12]=1.C([O-])([O-])=O.[K+].[K+]>C1C=CC([P]([Pd]([P](C2C=CC=CC=2)(C2C=CC=CC=2)C2C=CC=CC=2)([P](C2C=CC=CC=2)(C2C=CC=CC=2)C2C=CC=CC=2)[P](C2C=CC=CC=2)(C2C=CC=CC=2)C2C=CC=CC=2)(C2C=CC=CC=2)C2C=CC=CC=2)=CC=1.COCCOC>[Br:10][C:8]1[CH:7]=[C:4]([C:5]#[N:6])[CH:3]=[C:2]([C:11]2[CH:16]=[CH:15][CH:14]=[CH:13][CH:12]=2)[CH:9]=1 |f:2.3.4,^1:29,31,50,69|. Procedure: A mixture of 3,5-dibromobenzonitrile (0.58 g, 2.2 mmol), phenylboronic acid (0.24 g, 2.0 mmol), Pd(PPh3)4 (0.23 g, 0.1 mmol), K2CO3 (3 mL 2 M aqueous solution) and DME (3 mL) was degassed and heated to 95° C. for 12 hr under argon. The reaction mixture was diluted with EtOAc and washed with water. The aqueous layer was extracted with ethyl acetate (2×). The combined organics were dried (MgSO4) and concentrated to give the crude product which was purified with chromatography on silica gel (EtOAc/...